From a dataset of the Open Reaction Database (ORD), a public repository of structured organic reaction records. describe an organic reaction: reactants, conditions, products, and yield Isolated yield 97.7%. Starting materials: C(C)(=O)O[BH-](OC(C)=O)OC(C)=O.[Na+] (sodium triacetoxyborohydride), NC1=CC=CC=C1 (aniline), C(=O)C1=CC=CC(=N1)C(=O)OC (methyl 6-formylpyridine-2-carboxylate), C(C)(=O)O (acetic acid). Reported procedure: A mixture of aniline (128 mg, 1.38 mmol), methyl 6-formylpyridine-2-carboxylate (217 mg, 1.31 mmol) and acetic acid (75 μL, 1.31 mmol) in dichloromethane (10 mL) was stirred at room temperature for 24 h. After this time, sodium triacetoxyborohydride (695 mg, 3.28 mmol) was added in one portion and the resulting mixture was stirred at room temperature for 18 h. The reaction was partitioned between dichloromethane and saturated aqueous sodium bicarbonate solution. The organic layer was washed with... Product: C1(=CC=CC=C1)NCC1=CC=CC(=N1)C(=O)OC (methyl 6-((phenylamino)methyl)picolinate). As a reaction SMILES: [NH2:1][C:2]1[CH:7]=[CH:6][CH:5]=[CH:4][CH:3]=1.[CH:8]([C:10]1[N:15]=[C:14]([C:16]([O:18][CH3:19])=[O:17])[CH:13]=[CH:12][CH:11]=1)=O.C(O)(=O)C.C(O[BH-](OC(=O)C)OC(=O)C)(=O)C.[Na+]>ClCCl>[C:2]1([NH:1][CH2:8][C:10]2[N:15]=[C:14]([C:16]([O:18][CH3:19])=[O:17])[CH:13]=[CH:12][CH:11]=2)[CH:7]=[CH:6][CH:5]=[CH:4][CH:3]=1 |f:3.4|. Solvent: ClCCl (dichloromethane). Reaction conditions: time 24 hour. As a reaction SMILES: [CH2:1]([CH3:2])[O:3][C:4](=[O:5])[c:6]1[cH:7][cH:8][c:9]2[c:10]([C:25]([NH:26][CH2:27][c:28]3[cH:29][c:30]([F:35])[c:31]([F:34])[cH:32][cH:33]3)=[O:36])[c:11]([CH:22]([CH3:23])[CH3:24])[n:12]([CH2:15][c:16]3[cH:17][n:18][cH:19][cH:20][cH:21]3)[c:13]2[cH:14]1.[CH3:40][CH2:41][OH:42].[Na+:38].[OH-:37].[OH2:39]>>[O:3]=[C:4]([OH:5])[c:6]1[cH:7][cH:8][c:9]2[c:10]([C:25]([NH:26][CH2:27][c:28]3[cH:29][c:30]([F:35])[c:31]([F:34])[cH:32][cH:33]3)=[O:36])[c:11]([CH:22]([CH3:23])[CH3:24])[n:12]([CH2:15][c:16]3[cH:17][n:18][cH:19][cH:20][cH:21]3)[c:13]2[cH:14]1. Reactants: CCOC(=O)c1ccc2c(C(=O)NCc3ccc(F)c(F)c3)c(C(C)C)n(Cc3cccnc3)c2c1, CCO, [Na+], [OH-], O. The product is CC(C)c1c(C(=O)NCc2ccc(F)c(F)c2)c2ccc(C(=O)O)cc2n1Cc1cccnc1. The reactants are Cc1ccccc1, CCOC(C)=O, NCc1ccc(Cl)cc1Cl, O=C(O)c1ccc([N+](=O)[O-])c(F)c1, O. The product is O=C(O)c1ccc([N+](=O)[O-])c(NCc2ccc(Cl)cc2Cl)c1. As a reaction SMILES: [CH3:24][c:25]1[cH:26][cH:27][cH:28][cH:29][cH:30]1.[CH3:32][CH2:33][O:34][C:35](=[O:36])[CH3:37].[Cl:14][c:15]1[c:16]([CH2:17][NH2:18])[cH:19][cH:20][c:21]([Cl:23])[cH:22]1.[F:1][c:2]1[cH:3][c:4]([C:5](=[O:6])[OH:7])[cH:8][cH:9][c:10]1[N+:11](=[O:12])[O-:13].[OH2:31]>>[c:2]1([NH:18][CH2:17][c:16]2[c:15]([Cl:14])[cH:22][c:21]([Cl:23])[cH:20][cH:19]2)[cH:3][c:4]([C:5](=[O:6])[OH:7])[cH:8][cH:9][c:10]1[N+:11](=[O:12])[O-:13]. Starting materials: FC=1C=CC(=C2C=C(COC21)[N+](=O)[O-])C(=O)N (8-Fluoro-3-nitro-2H-1-benzopyran-5-carboxamide), [BH4-].[Na+] (sodium borohydride). The solvent is C(Cl)(Cl)Cl (chloroform), C(C)(C)O (isopropyl alcohol). Reaction conditions: time 20 minute. Yields the product off-white solid, FC=1C=CC(=C2CC(COC21)[N+](=O)[O-])C(=O)N (8-Fluoro-3-nitro-3,4-dihydro-2H-1-benzopyran-5-carboxamide). The yield is 91.0%. As a reaction SMILES: [F:1][C:2]1[CH:3]=[CH:4][C:5]([C:15]([NH2:17])=[O:16])=[C:6]2[C:11]=1[O:10][CH2:9][C:8]([N+:12]([O-:14])=[O:13])=[CH:7]2.[BH4-].[Na+]>C(Cl)(Cl)Cl.C(O)(C)C>[F:1][C:2]1[CH:3]=[CH:4][C:5]([C:15]([NH2:17])=[O:16])=[C:6]2[C:11]=1[O:10][CH2:9][CH:8]([N+:12]([O-:14])=[O:13])[CH2:7]2 |f:1.2|. Procedure: 8-Fluoro-3-nitro-2H-1-benzopyran-5-carboxamide (730 mg, 3.1 mmol) was slurried in chloroform (75 mL) and isopropyl alcohol (25 mL). To the stirred mixture, silica gel (2.2 g, 230-400 mesh ASTM) was added followed by powdered sodium borohydride (255 mg, 6.2 mmol) portionwise over a period of 15 min. After the addition was complete, the reaction was stirred for 20 min. and the reaction was then quenched by the addition of acetic acid (2 mL) and stirred for an additional 30 min. The insoluble mater... Reactants: C[Si](C)(C)[N-][Si](C)(C)C.[K+] (KHMDS), C1CCOC1 (THF), CN1CC(CCC1)O (1-methylpiperidin-3-ol), FC1=CC=C(C=C1)[N+](=O)[O-] (1-fluoro-4-nitrobenzene), oil. Reagents/catalysts: [Pd] (Pd/C). Run in O (water), CCO (EtOH). Conditions: time 2 hour. Product: CN1CC(CCC1)OC1=CC=C(C=C1)N (4-(1-methyl-3-piperidyloxy)phenylamine). RXN SMILES: C[Si]([N-][Si](C)(C)C)(C)C.[K+].C1COCC1.[CH3:16][N:17]1[CH2:22][CH2:21][CH2:20][CH:19]([OH:23])[CH2:18]1.F[C:25]1[CH:30]=[CH:29][C:28]([N+:31]([O-])=O)=[CH:27][CH:26]=1>CCO.[Pd].O>[CH3:16][N:17]1[CH2:22][CH2:21][CH2:20][CH:19]([O:23][C:25]2[CH:30]=[CH:29][C:28]([NH2:31])=[CH:27][CH:26]=2)[CH2:18]1 |f:0.1|. Procedure details: KHMDS (1.1 equivalent) was added to a THF solution of 1-methylpiperidin-3-ol (1 equivalent) at 0° C. and stirred until H2 evolution ceased. 1-fluoro-4-nitrobenzene (1 equivalent) was then added and the solution was allowed to warm to room temperature. After 2 hours, water was added and the mixture was extracted with EtOAc (3×). The combined organic extracts were dried over Na2SO4, and concentrated in vacuo to give a bright yellow oil which was directly used in the reduction step. The oil (1 equi... The reactants are C(=O)(OC(C)(C)C)N1C(=CC2=CC(=CC=C12)N)C(=O)OC (N—BOC-5-amino-2-(methoxycarbonyl)indole), [Li+].[OH-] (LiOH), C1CCOC1.CO.O (THF CH3OH—H2O). Run at temperature 60 celsius. Yields the product C(C)(C)(C)OC(=O)NC=1C=C2C=C(NC2=CC1)C(=O)O (5-[(tert-Butyloxycarbonyl)amino]indole-2-carboxylic Acid). Isolated yield 96.0%. Reaction SMILES: [C:1]([N:8]1[C:16]2[C:11](=C[C:13]([NH2:17])=[CH:14][CH:15]=2)C=C1C(OC)=O)([O:3][C:4]([CH3:7])([CH3:6])[CH3:5])=[O:2].[Li+].[OH-:23].[CH2:24]1[CH2:28][O:27][CH2:26][CH2:25]1.CO.O>>[C:4]([O:3][C:1]([NH:8][C:16]1[CH:11]=[C:28]2[C:13](=[CH:14][CH:15]=1)[NH:17][C:25]([C:26]([OH:23])=[O:27])=[CH:24]2)=[O:2])([CH3:7])([CH3:6])[CH3:5] |f:1.2,3.4.5|. Procedure: A solution of N—BOC-5-amino-2-(methoxycarbonyl)indole (57 mg, 0.2 mmol, 1.0 equiv) in THF—CH3OH—H2O (2.4 mL) was treated with aqueous 1 N LiOH (0.24 mL, 0.24 mmol, 1.2 equiv). The reaction mixture was warmed at 60° C. for 2 h. The solvent was concentrated under a N2 stream and H2O (3 mL) was added. This solution was treated with 10% aqueous HCl until the mixture was acidic. The insoluble solid was collected by centrifugation and washed with H2O (2×3 mL). Drying the solid afforded the title compo... Starting materials: C(C)(C)(C)C=1N=C(C=2C(N1)=NN(N2)CC)N2CC(CC2)(F)F (5-tert-Butyl-7-(3,3-difluoro-pyrrolidin-1-yl)-2-ethyl-2H-[1,2,3]triazolo[4,5-d]pyrimidine), FC([C@@H](OC=1N=C(C2=C(N1)NN=N2)N2C[C@H](CC2)NC(C)=O)C)(F)F (N—{(S)-1-[5-((S)-2,2,2-Trifluoro-1-methyl-ethoxy)-3H-[1,2,3]triazolo[4,5-d]pyrimidin-7-yl]-pyrrolidin-3-yl}-acetamide), BrCC1=C(C=CC=C1)S(=O)(=O)C (1-(bromomethyl)-2-(methylsulfonyl)benzene). Product: CS(=O)(=O)C1=C(CN2N=C3C(N=C(N=C3N3C[C@H](CC3)NC(C)=O)O[C@H](C(F)(F)F)C)=N2)C=CC=C1 (N—{(S)-1-[2-(2-Methanesulfonyl-benzyl)-5-((S)-2,2,2-trifluoro-1-methyl-ethoxy)-2H-[1,2,3]triazolo[4,5-d]pyrimidin-7-yl]-pyrrolidin-3-yl}-acetamide). Reaction SMILES: C(C1N=C(N2CCC(F)(F)C2)C2C(=NN(CC)N=2)N=1)(C)(C)C.[F:23][C:24]([F:47])([F:46])[C@H:25]([CH3:45])[O:26][C:27]1[N:28]=[C:29]([N:36]2[CH2:40][CH2:39][C@H:38]([NH:41][C:42](=[O:44])[CH3:43])[CH2:37]2)[C:30]2[N:35]=[N:34][NH:33][C:31]=2[N:32]=1.Br[CH2:49][C:50]1[CH:55]=[CH:54][CH:53]=[CH:52][C:51]=1[S:56]([CH3:59])(=[O:58])=[O:57]>>[CH3:59][S:56]([C:51]1[CH:52]=[CH:53][CH:54]=[CH:55][C:50]=1[CH2:49][N:34]1[N:33]=[C:31]2[N:32]=[C:27]([O:26][C@@H:25]([CH3:45])[C:24]([F:23])([F:46])[F:47])[N:28]=[C:29]([N:36]3[CH2:40][CH2:39][C@H:38]([NH:41][C:42](=[O:44])[CH3:43])[CH2:37]3)[C:30]2=[N:35]1)(=[O:57])=[O:58]. Procedure details: In analogy to the procedure described for the synthesis of 5-tert-butyl-7-(3,3-difluoro-pyrrolidin-1-yl)-2-ethyl-2H-[1,2,3]triazolo[4,5-d]pyrimidine (example 3, step b), the title compound was prepared from N—{(S)-1-[5-((S)-2,2,2-Trifluoro-1-methyl-ethoxy)-3H-[1,2,3]triazolo[4,5-d]pyrimidin-7-yl]-pyrrolidin-3-yl}-acetamide and 1-(bromomethyl)-2-(methylsulfonyl)benzene. MS (m/e): 528.5 (MH+). The product is C(CC)C1=CC=C(CNC(=O)[C@@H]2N(CCNC2)S(=O)(=O)C2=CC=C(C=C2)OC(F)(F)F)C=C1 ((R)-1-(4-trifluoromethoxy-benzenesulfonyl)-piperazine-2-carboxylic acid 4-propyl-benzylamide). As a reaction SMILES: FC(F)(F)OC1C=CC(CNC([C@H]2CNCCN2S(C2C=CC(OC(F)(F)F)=CC=2)(=O)=O)=O)=CC=1.O.ON1C2C=CC=CC=2N=N1.Cl.C(N=C=NCCCN(C)C)C.C(=O)([O-])O.[Na+].C(OC([N:71]1[CH2:76][CH2:75][N:74]([S:77]([C:80]2[CH:85]=[CH:84][C:83]([O:86][C:87]([F:90])([F:89])[F:88])=[CH:82][CH:81]=2)(=[O:79])=[O:78])[C@@H:73]([C:91](=[O:103])[NH:92][CH2:93][C:94]2[CH:99]=[CH:98][C:97]([CH2:100][CH2:101][CH3:102])=[CH:96][CH:95]=2)[CH2:72]1)=O)(C)(C)C.Cl.O1CCOCC1>CN(C)C=O.O1CCOCC1.O>[CH2:100]([C:97]1[CH:96]=[CH:95][C:94]([CH2:93][NH:92][C:91]([C@H:73]2[CH2:72][NH:71][CH2:76][CH2:75][N:74]2[S:77]([C:80]2[CH:85]=[CH:84][C:83]([O:86][C:87]([F:89])([F:90])[F:88])=[CH:82][CH:81]=2)(=[O:79])=[O:78])=[O:103])=[CH:99][CH:98]=1)[CH2:101][CH3:102] |f:1.2,3.4,5.6,8.9|. Solvent: O (water), O1CCOCC1 (1,4-dioxane), CN(C=O)C (N,N-dimethylformamide). Starting materials: Cl.O1CCOCC1 (hydrogen chloride 1,4-dioxane), C(O)([O-])=O.[Na+] (sodium hydrogen carbonate), Cl.O1CCOCC1 (hydrogen chloride 1,4-dioxane), FC(OC1=CC=C(CNC(=O)[C@@H]2N(CCNC2)S(=O)(=O)C2=CC=C(C=C2)OC(F)(F)F)C=C1)(F)F ((R)-1-(4-trifluoromethoxy-benzenesulfonyl)-piperazine-2-carboxylic acid 4-trifluoromethoxy-benzylamide), 2,4-propylbenzylamine, O.ON1N=NC2=C1C=CC=C2 (1-hydroxybenzotriazole hydrate), Cl.C(C)N=C=NCCCN(C)C (1-ethyl-3-(3-dimethylaminopropyl) carbodiimide hydrochloride), C(C)(C)(C)OC(=O)N1C[C@@H](N(CC1)S(=O)(=O)C1=CC=C(C=C1)OC(F)(F)F)C(NCC1=CC=C(C=C1)CCC)=O ((R)-3-(4-propyl-benzylcarbamoyl)-4-(4-trifluoromethoxy-benzenesulfonyl)-piperazine-1-carboxylic acid tert-butyl ester). Reported procedure: To a solution of the compound (6.65 g) obtained in Example 783, Step 2,4-propylbenzylamine (3.26 g) and 1-hydroxybenzotriazole hydrate (2.69 g) in N,N-dimethylformamide (33 ml) was added, with stirring under ice-cooling, 1-ethyl-3-(3-dimethylaminopropyl) carbodiimide hydrochloride (3.37 g). After stirring overnight at room temperature, saturated aqueous sodium hydrogen carbonate solution and water were added under ice-cooling, and the mixture was stirred at room temperature. The precipitated sol... The reactants are CC(C)(F)c1cnn2c(Br)cnc2n1, CN(C)C=O, OB(O)c1ccc(F)c(-c2ncc(F)cc2F)c1, [K+], [K+], [K+], O=P([O-])([O-])[O-]. The product is CC(C)(F)c1cnn2c(-c3ccc(F)c(-c4ncc(F)cc4F)c3)cnc2n1. Reaction SMILES: [Br:19][c:20]1[cH:21][n:22][c:23]2[n:24]1[n:25][cH:26][c:27]([C:29]([CH3:30])([CH3:31])[F:32])[n:28]2.[CH3:41][N:42]([CH3:43])[CH:44]=[O:45].[F:1][c:2]1[c:3](-[c:11]2[n:12][cH:13][c:14]([F:18])[cH:15][c:16]2[F:17])[cH:4][c:5]([B:8]([OH:9])[OH:10])[cH:6][cH:7]1.[K+:38].[K+:39].[K+:40].[P:33]([O-:34])([O-:35])([O-:36])=[O:37]>>[F:1][c:2]1[c:3](-[c:11]2[n:12][cH:13][c:14]([F:18])[cH:15][c:16]2[F:17])[cH:4][c:5](-[c:20]2[cH:21][n:22][c:23]3[n:24]2[n:25][cH:26][c:27]([C:29]([CH3:30])([CH3:31])[F:32])[n:28]3)[cH:6][cH:7]1. Reactants: O (water), C(CC=C)C1=NC=2N(C(=C1)Cl)N=CC2 (5-(3-butenyl)-7-chloropyrazolo[1,5-a]pyrimidine), [H-].[Na+] (sodium hydride), OCC1=CC=NC=C1 (4-(hydroxymethyl)pyridine). Run in CN(C)C=O (DMF), CN(C)C=O (DMF). Reaction conditions: temperature 0 celsius, time 30 minute. The product is C(CC=C)C1=NC=2N(C(=C1)OCC1=CC=NC=C1)N=CC2 (5-(3-butenyl)-7-(4-pyridylmethoxy)-pyrazolo[1,5-a]pyrimidine). Isolated yield 42.7%. Reaction SMILES: [H-].[Na+].[OH:3][CH2:4][C:5]1[CH:10]=[CH:9][N:8]=[CH:7][CH:6]=1.[CH2:11]([C:15]1[CH:20]=[C:19](Cl)[N:18]2[N:22]=[CH:23][CH:24]=[C:17]2[N:16]=1)[CH2:12][CH:13]=[CH2:14].O>CN(C=O)C>[CH2:11]([C:15]1[CH:20]=[C:19]([O:3][CH2:4][C:5]2[CH:10]=[CH:9][N:8]=[CH:7][CH:6]=2)[N:18]2[N:22]=[CH:23][CH:24]=[C:17]2[N:16]=1)[CH2:12][CH:13]=[CH2:14] |f:0.1|. Procedure: 60% sodium hydride, 0.55 g, was added to a 10 ml-solution of 1.6 g of 4-(hydroxymethyl)pyridine in DMF while being ice-cooled. After the mixture was stirred at 0° C. for 30 minutes, a DMF solution (2.5 ml) containing 2.6 g of 5-(3-butenyl)-7-chloropyrazolo[1,5-a]pyrimidine was added dropwise while being ice-cooled. The mixture was stirred at the same temperature for another 1 hour. After completion of the reaction, water was added to the reaction mixture. The crystals precipitated were collected...